Dataset: the Open Reaction Database (ORD), a public repository of structured organic reaction records. Task: describe an organic reaction: reactants, conditions, products, and yield Reactants: S(=O)(=O)([O-])S(=O)[O-].[Na+].[Na+] (Sodium pyrosulfite), [O-]Cl.[Na+] (NaClO), [OH-].[Na+] (NaOH), BrC=1C=C(C=C2CCCC12)C(C)=O (1-(7-bromo-2,3-dihydro-1H-inden-5-yl)ethanone). Solvent: C(OC)COC (dimethoxyethane), O (water). Conditions: temperature 50 celsius. The product is BrC=1C=C(C=C2CCCC12)C(=O)O (7-bromoindane-5-carboxylic acid). Isolated yield 98.2%. As a reaction SMILES: [Br:1][C:2]1[CH:3]=[C:4]([C:11](=[O:13])C)[CH:5]=[C:6]2[C:10]=1[CH2:9][CH2:8][CH2:7]2.[O-]Cl.[Na+].[OH-].[Na+].S(S([O-])=O)([O-])(=O)=[O:20].[Na+].[Na+]>C(COC)OC.O>[Br:1][C:2]1[CH:3]=[C:4]([C:11]([OH:13])=[O:20])[CH:5]=[C:6]2[C:10]=1[CH2:9][CH2:8][CH2:7]2 |f:1.2,3.4,5.6.7|. Reported procedure: 1-(7-bromo-2,3-dihydro-1H-inden-5-yl)ethanone (8.6 g, 36 mmol) was dissolved in dimethoxyethane (100 mL) and to the solution were added NaClO aq (200 mL 1M, 200 mmol) and NaOH aq (20 mL 10 M, 200 mmol). The mixture was heated to 50° C. for 1 h and then diluted with water (200 mL). Sodium pyrosulfite (5.7 g, 30 mmol) was added. The mixture was washed with ether, acidified with concentrated HCl and then extracted twice with ether (150 mL). The organic solution was washed with brine, dried and then...